Dataset: the Open Reaction Database (ORD), a public repository of structured organic reaction records. Task: describe an organic reaction: reactants, conditions, products, and yield Reported procedure: According to the procedure of Wright, Synthesis, 1984, 1058, methyl 4-hydroxy-2-quinolinecarboxylate (2.03 g, 0.01 m) and p-toluenesulfonyl isocyanate (1.97 g, 0.01 m) were mixed in reagent grade acetonitrile at RT. The heterogeneous mixture was heated at reflux until the evolution of CO2 had ceased (ca 2-3 hours). During this time a yellow solid formed. After cooling to RT, the yellow solid was collected by filtration, washed with acetonitrile, and dried to give methyl 4-(p-toluenesulfonylimino... The product is C1(=CC=C(C=C1)S(=O)(=O)N=C1C=C(NC2=CC=CC=C12)C(=O)OC)C (methyl 4-(p-toluenesulfonylimino)-1,4-dihydroquinoline-2-carboxylate). Isolated yield 82.3%. The reactants are OC1=CC(=NC2=CC=CC=C12)C(=O)OC (methyl 4-hydroxy-2-quinolinecarboxylate), C1(=CC=C(C=C1)S(=O)(=O)N=C=O)C (p-toluenesulfonyl isocyanate), C(=O)=O (CO2). Run in C(C)#N (acetonitrile). RXN SMILES: O[C:2]1[C:11]2[C:6](=[CH:7][CH:8]=[CH:9][CH:10]=2)[N:5]=[C:4]([C:12]([O:14][CH3:15])=[O:13])[CH:3]=1.[C:16]1([CH3:28])[CH:21]=[CH:20][C:19]([S:22]([N:25]=C=O)(=[O:24])=[O:23])=[CH:18][CH:17]=1.C(=O)=O>C(#N)C>[C:16]1([CH3:28])[CH:17]=[CH:18][C:19]([S:22]([N:25]=[C:2]2[C:11]3[C:6](=[CH:7][CH:8]=[CH:9][CH:10]=3)[NH:5][C:4]([C:12]([O:14][CH3:15])=[O:13])=[CH:3]2)(=[O:23])=[O:24])=[CH:20][CH:21]=1.